Dataset: the Open Reaction Database (ORD), a public repository of structured organic reaction records. Task: describe an organic reaction: reactants, conditions, products, and yield Reactants: C(=O)(O)C1=CC=C(C=C1)B(O)O (4-Carboxy-phenylboronic acid), ON1N=NC2=C1C=CC=C2 (1-hydroxybenzotriazole), C1(CCCCC1)N=C=NC1CCCCC1 (N,N'-dicyclohexyl-carbodiimide). Run in CN(C=O)C (N,N-dimethylformamide), CN(C=O)C (DMF), CN(C=O)C (DMF). Yields the product N1N=NC2=C1C=CC=C2OC(=O)C2=CC=C(C=C2)B(O)O (4-Benzotriazolyloxycarbonyl-phenylboronic acid). RXN SMILES: [C:1]([C:4]1[CH:9]=[CH:8][C:7]([B:10]([OH:12])[OH:11])=[CH:6][CH:5]=1)([OH:3])=[O:2].O[N:14]1[C:18]2[CH:19]=[CH:20][CH:21]=[CH:22][C:17]=2[N:16]=[N:15]1.C1(N=C=NC2CCCCC2)CCCCC1>CN(C)C=O>[NH:14]1[C:18]2[CH:19]=[CH:20][CH:21]=[C:22]([O:2][C:1]([C:4]3[CH:5]=[CH:6][C:7]([B:10]([OH:12])[OH:11])=[CH:8][CH:9]=3)=[O:3])[C:17]=2[N:16]=[N:15]1. Reported procedure: To a solution of 4-carboxy-phenylboronic acid (CPBA, Example 1, 2 g, 0.0121 mol) in N,N-dimethylformamide (DMF) was added 1-hydroxybenzotriazole (HBT, 2.04 g, 0.0151 mol) and N,N'-dicyclohexyl-carbodiimide (DCC, 4.98 g, 0.024 mol) both dissolved in DMF (the total volume was 170 ml DMF). The solution was left to react overnight (approx. 12 hours) under a nitrogen atomosphere and at ambient temperature, and then filtered to remove the insoluble urea byproduct (DCU). The title compound was used in ... Procedure details: A mixture of 3-ethyl-4-nitro-1H-pyrazole-5-carboxamide (8.20 g, 44.6 mmol, prepared using procedure in WO9849166), tert-butyl (2S)-2-({[(4-methylphenyl)sulfonyl]oxy}methyl)-1-pyrrolidinecarboxylate (17.4 g, 49.0 mmol, prepared using procedure in WO9926944) and cesium carbonate (16.0 g, 49.2 mmol) in N,N-dimethylformamide (100 ml) was stirred at 20° C. for 4 days and then at 50° C. for 18 h. The reaction mixture was concentrated in vacuo and the residue was partitioned between EtOAc (300 ml) and ... RXN SMILES: [CH2:1]([C:3]1[C:7]([N+:8]([O-:10])=[O:9])=[C:6]([C:11]([NH2:13])=[O:12])[NH:5][N:4]=1)[CH3:2].CC1C=CC(S(O[CH2:25][C@@H:26]2[CH2:30][CH2:29][CH2:28][N:27]2[C:31]([O:33][C:34]([CH3:37])([CH3:36])[CH3:35])=[O:32])(=O)=O)=CC=1.C(=O)([O-])[O-].[Cs+].[Cs+]>CN(C)C=O>[NH2:13][C:11]([C:6]1[C:7]([N+:8]([O-:10])=[O:9])=[C:3]([CH2:1][CH3:2])[N:4]([CH2:25][C@@H:26]2[CH2:30][CH2:29][CH2:28][N:27]2[C:31]([O:33][C:34]([CH3:35])([CH3:37])[CH3:36])=[O:32])[N:5]=1)=[O:12] |f:2.3.4|. Reaction conditions: temperature 20 celsius, time 4 day. Starting materials: 34, C(C)C1=NNC(=C1[N+](=O)[O-])C(=O)N (3-ethyl-4-nitro-1H-pyrazole-5-carboxamide), CC1=CC=C(C=C1)S(=O)(=O)OC[C@H]1N(CCC1)C(=O)OC(C)(C)C (tert-butyl (2S)-2-({[(4-methylphenyl)sulfonyl]oxy}methyl)-1-pyrrolidinecarboxylate), C([O-])([O-])=O.[Cs+].[Cs+] (cesium carbonate). Run in CN(C=O)C (N,N-dimethylformamide). Yields the product NC(=O)C1=NN(C(=C1[N+](=O)[O-])CC)C[C@H]1N(CCC1)C(=O)OC(C)(C)C (tert-Butyl (2S)-2-{[3-(aminocarbonyl)-5-ethyl-4-nitro-1H-pyrazol-1-yl]methyl}-1-pyrrolidinecarboxylate). Reactants: CC(=O)Nc1ccc(C(=O)C(C)Br)cc1[N+](=O)[O-], Br, O. The product is CC(Br)C(=O)c1ccc(N)c([N+](=O)[O-])c1. As a reaction SMILES: [Br:1][CH:2]([C:3](=[O:4])[c:5]1[cH:6][c:7]([N+:15](=[O:16])[O-:17])[c:8]([NH:11][C:12](=[O:13])[CH3:14])[cH:9][cH:10]1)[CH3:18].[BrH:20].[OH2:19]>>[Br:1][CH:2]([C:3](=[O:4])[c:5]1[cH:6][c:7]([N+:15](=[O:16])[O-:17])[c:8]([NH2:11])[cH:9][cH:10]1)[CH3:18]. Starting materials: Cl (hydrochloric acid), COC(=O)C=1C=C2C(CC(NC2=CC1)C1=CC(=C(C=C1)F)Cl)(C)C (2-(3-chloro-4-fluoro-phenyl)-4,4-dimethyl-1,2,3,4-tetrahydro-quinoline-6-carboxylic acid methyl ester), [OH-].[Na+] (sodium hydroxide). Solvent: CO (methanol), O1CCCC1 (tetrahydrofuran), O (water). Run at temperature 70 celsius, time 6 hour. Product: ClC=1C=C(C=CC1F)C1NC2=CC=C(C=C2C(C1)(C)C)C(=O)O (2-(3-chloro-4-fluoro-phenyl)-4,4-dimethyl-1,2,3,4-tetrahydro-quinoline-6-carboxylic acid). The yield is 94.8%. RXN SMILES: C[O:2][C:3]([C:5]1[CH:6]=[C:7]2[C:12](=[CH:13][CH:14]=1)[NH:11][CH:10]([C:15]1[CH:20]=[CH:19][C:18]([F:21])=[C:17]([Cl:22])[CH:16]=1)[CH2:9][C:8]2([CH3:24])[CH3:23])=[O:4].[OH-].[Na+].Cl>CO.O1CCCC1.O>[Cl:22][C:17]1[CH:16]=[C:15]([CH:10]2[CH2:9][C:8]([CH3:23])([CH3:24])[C:7]3[C:12](=[CH:13][CH:14]=[C:5]([C:3]([OH:4])=[O:2])[CH:6]=3)[NH:11]2)[CH:20]=[CH:19][C:18]=1[F:21] |f:1.2|. Procedure details: To a stirred mixture solution of 2-(3-chloro-4-fluoro-phenyl)-4,4-dimethyl-1,2,3,4-tetrahydro-quinoline-6-carboxylic acid methyl ester (348.0 mg, 1.0 mmol) in methanol (10.0 mL) and tetrahydrofuran (10.0 mL) was added 50% sodium hydroxide in water (1.5 mL). The reaction mixture was stirred at 70° C. for 6 h. The mixture was neutralized with a 3 N aqueous hydrochloric acid solution and extracted with ethyl acetate (2×100 mL), washed with water, dried over anhydrous sodium sulfate and then concent... The reactants are Cl (hydrochloric acid), [H-].[Na+] (Sodium hydride), BrCCCCC (1-bromopentane), C(CCCCO)O (1,5-pentanediol). Run in CN(C=O)C (N,N-dimethylformamide). Run at time 30 minute. Yields the product C(CCCC)OCCCCCO (5-pentyloxy-1-pentanol). Reaction SMILES: [H-].[Na+].Br[CH2:4][CH2:5][CH2:6][CH2:7][CH3:8].[CH2:9]([OH:15])[CH2:10][CH2:11][CH2:12][CH2:13][OH:14].Cl>CN(C)C=O>[CH2:4]([O:14][CH2:13][CH2:12][CH2:11][CH2:10][CH2:9][OH:15])[CH2:5][CH2:6][CH2:7][CH3:8] |f:0.1|. Procedure: Sodium hydride (60%, 4.2 g) and then 12 ml of 1-bromopentane were added to a solution of 10 g of 1,5-pentanediol in 150 ml of N,N-dimethylformamide. The mixture was stirred at room temperature for 30 min. 3% hydrochloric acid was added to the reaction solution. After extraction with ether, the organic layer was dried and cencentrated. The residue was purified by silica gel column chromatography (eluent: n-hexane/ethyl acetate=8/2) to obtain 6 g of the intended product. Reactants: CI (methyl iodide), C(CCC)OCCOC=1C(=NSN1)C=1C=NC=CC1 (3-(4-(2-butoxyethoxy)-1,2,5-thiadiazol-3-yl) pyridine). Solvent: CC(=O)C (acetone). Run at time 18 hour. Yields the product [I-].C(CCC)OCCOC=1C(=NSN1)C=1C=[N+](C=CC1)C (3-(4-(2-butoxyethoxy)-1,2,5-thiadiazol-3-yl)-1-methylpyridinium iodide). As a reaction SMILES: [CH3:1][I:2].[CH2:3]([O:7][CH2:8][CH2:9][O:10][C:11]1[C:12]([C:16]2[CH:17]=[N:18][CH:19]=[CH:20][CH:21]=2)=[N:13][S:14][N:15]=1)[CH2:4][CH2:5][CH3:6]>CC(C)=O>[I-:2].[CH2:3]([O:7][CH2:8][CH2:9][O:10][C:11]1[C:12]([C:16]2[CH:17]=[N+:18]([CH3:1])[CH:19]=[CH:20][CH:21]=2)=[N:13][S:14][N:15]=1)[CH2:4][CH2:5][CH3:6] |f:3.4|. Procedure details: A mixture of methyl iodide (0.5 ml, 9 mmol) and 3-(4-(2-butoxyethoxy)-1,2,5-thiadiazol-3-yl) pyridine (3 mmol) in acetone (4 ml) was stirred at room temperature for 18 h. The title compound precipitated from the solution and was collected by filtration to yield 1.07 g (85%).